From a dataset of the Open Reaction Database (ORD), a public repository of structured organic reaction records. describe an organic reaction: reactants, conditions, products, and yield The reactants are C1(=CC(=CC=C1)C(=O)O)C (m-toluic acid). Reagents/catalysts: [Pt]=O (platinum oxide). The solvent is C(C)(=O)O (acetic acid). The product is CC1CC(CCC1)C(=O)O (3-Methylcyclohexanecarboxylic acid). Isolated yield 84.4%. Reaction SMILES: [C:1]1([CH3:10])[CH:6]=[CH:5][CH:4]=[C:3]([C:7]([OH:9])=[O:8])[CH:2]=1>C(O)(=O)C.[Pt]=O>[CH3:10][CH:1]1[CH2:6][CH2:5][CH2:4][CH:3]([C:7]([OH:9])=[O:8])[CH2:2]1. Reported procedure: To a solution of m-toluic acid (13.6 g, 0.1 mole) in acetic acid was added platinum oxide (0.1 g) under nitrogen. The mixture was hydrogenated in a Parr shaker at 35 psi. Upon completion, the catalyst was removed by filtration and the filtrate was concentrated to dryness to give 12 g of the title compound. The NMR spectrum showed absorption at 0.84 (d, 3H), 0.90 (d, 3H), 0.99-1.13 (m, 1H), 2.21-1.46 (m, 3H), 1.54-1.65 (m, 3H), 1.70-1.98 (m, 2H) and 1.23-2.41 (m, 1H).